From a dataset of the Open Reaction Database (ORD), a public repository of structured organic reaction records. describe an organic reaction: reactants, conditions, products, and yield Reactants: CC(O)=S, CC(CNC(=O)OC(C)(C)C)OS(C)(=O)=O, O=C([O-])[O-], [Cs+], [Cs+], CN(C)C=O, O. Product: CC(=O)SC(C)CNC(=O)OC(C)(C)C. As a reaction SMILES: [C:17]([CH3:18])(=[S:19])[OH:20].[C:1]([CH3:2])([CH3:3])([CH3:4])[O:5][C:6](=[O:7])[NH:8][CH2:9][CH:10]([CH3:11])[O:12][S:13]([CH3:14])(=[O:15])=[O:16].[C:21](=[O:22])([O-:23])[O-:24].[Cs+:25].[Cs+:26].[O:28]=[CH:29][N:30]([CH3:31])[CH3:32].[OH2:27]>>[C:1]([CH3:2])([CH3:3])([CH3:4])[O:5][C:6](=[O:7])[NH:8][CH2:9][CH:10]([CH3:11])[S:19][C:17]([CH3:18])=[O:20]. Starting materials: [BH4-], C1CCOC1, CO, COC(=O)c1ccc(-c2cc(OC)ccc2F)c(C2C(=O)CCC2C)c1, [Na+]. The product is COC(=O)c1ccc(-c2cc(OC)ccc2F)c(C2C(C)CCC2O)c1. As a reaction SMILES: [BH4-:27].[CH2:29]1[O:30][CH2:31][CH2:32][CH2:33]1.[CH3:34][OH:35].[F:1][c:2]1[c:3](-[c:10]2[c:11]([CH:20]3[CH:21]([CH3:26])[CH2:22][CH2:23][C:24]3=[O:25])[cH:12][c:13]([C:16](=[O:17])[O:18][CH3:19])[cH:14][cH:15]2)[cH:4][c:5]([O:8][CH3:9])[cH:6][cH:7]1.[Na+:28]>>[F:1][c:2]1[c:3](-[c:10]2[c:11]([CH:20]3[CH:21]([CH3:26])[CH2:22][CH2:23][CH:24]3[OH:25])[cH:12][c:13]([C:16](=[O:17])[O:18][CH3:19])[cH:14][cH:15]2)[cH:4][c:5]([O:8][CH3:9])[cH:6][cH:7]1.